From a dataset of the Open Reaction Database (ORD), a public repository of structured organic reaction records. describe an organic reaction: reactants, conditions, products, and yield Starting materials: [H-].[Na+] (sodium hydride), OCC(=O)OCC (ethyl hydroxyacetate), ClC=1OC2=C(N1)C=CC(=C2)C (2-chloro-6-methyl-1,3-benzoxazole). The solvent is O1CCCC1 (tetrahydrofurane). The product is CC1=CC2=C(N=C(O2)OCC(=O)OCC)C=C1 (Ethyl [(6-Methyl-1,3-benzoxazol-2-yl)oxy]acetate). Isolated yield 92.1%. As a reaction SMILES: [OH:1][CH2:2][C:3]([O:5][CH2:6][CH3:7])=[O:4].[H-].[Na+].Cl[C:11]1[O:12][C:13]2[CH:19]=[C:18]([CH3:20])[CH:17]=[CH:16][C:14]=2[N:15]=1>O1CCCC1>[CH3:20][C:18]1[CH:17]=[CH:16][C:14]2[N:15]=[C:11]([O:1][CH2:2][C:3]([O:5][CH2:6][CH3:7])=[O:4])[O:12][C:13]=2[CH:19]=1 |f:1.2|. Procedure: 0.73 g (7 mmol) ethyl hydroxyacetate is dissolved in 20 ml tetrahydrofurane and 0.36 g (9 mmol) 60% sodium hydride is added to it. After 20 minute stirring 1.0 g (6 mmol) 2-chloro-6-methyl-1,3-benzoxazole is added and the mixture is heated under reflux for 3 hours. The solvent is removed, the residue is dissolved in 15 ml water, extracted with 3×20 ml ethyl acetate. The united organic phase is dried over sodium sulfate and evaporated to obtain 1.3 g title compound as an oil. LC-MS[MH+]=236 (C12H... Reactants: Cl.COC=1C=C(C=CC1)C=1C(CC2=CC3=CC=CC=C3N=C2C1)CN(C)C ([3-(3-methoxy-phenyl)-1,2-dihydro-acridin-2-yl-methyl]-dimethyl-amine hydrochloride), C[Si](Cl)(C)C (trimethylchlorosilane), O (water). Run in CC(=O)C (acetone). Yields the product Cl.COC=1C=C(C=CC1)C1=C(CCC2=NC3=CC=CC=C3C=C12)CN(C)C ([1-(3-methoxy-phenyl)-3,4-di-hydro-acridin-2-yl-methyl]-dimethylamine hydrochloride). Isolated yield 22.9%. As a reaction SMILES: Cl.[CH3:2][O:3][C:4]1[CH:5]=[C:6]([C:10]2[CH:11]([CH2:24][N:25]([CH3:27])[CH3:26])[CH2:12][C:13]3[C:22]([CH:23]=2)=[N:21][C:20]2[C:15](=[CH:16][CH:17]=[CH:18][CH:19]=2)[CH:14]=3)[CH:7]=[CH:8][CH:9]=1.C[Si](C)(C)[Cl:30].O>CC(C)=O>[ClH:30].[CH3:2][O:3][C:4]1[CH:5]=[C:6]([C:10]2[C:23]3[C:22](=[N:21][C:20]4[C:15]([CH:14]=3)=[CH:16][CH:17]=[CH:18][CH:19]=4)[CH2:13][CH2:12][C:11]=2[CH2:24][N:25]([CH3:26])[CH3:27])[CH:7]=[CH:8][CH:9]=1 |f:0.1,5.6|. Procedure: 18 g of the product from Step 1 were dissolved in 200 ml methanol under dry nitrogen. The reaction mixture was treated with 7.7 g 2-aminobenzaldehyde as the hydrochloride and was subsequently heated to 80° C. After adding 400 ml 1 N hydrochloric acid, the reaction solution was stirred for eight days at 80° C. After cooling to room temperature, the reaction mixture was diluted with 200 ml ethyl acetate and was made alkaline with concentrated sodium hydroxide solution while being cooled in ice. Th...